Dataset: the Open Reaction Database (ORD), a public repository of structured organic reaction records. Task: describe an organic reaction: reactants, conditions, products, and yield Reactants: C1CCOC1, COCCO, CC(C)(C)[O-], O=C(NC1CCC(C(F)(F)F)CC1)c1ccc(Cl)nc1Cl, [K+], O. Yields the product COCCOc1nc(Cl)ccc1C(=O)NC1CCC(C(F)(F)F)CC1. RXN SMILES: [CH2:33]1[O:34][CH2:35][CH2:36][CH2:37]1.[CH3:1][O:2][CH2:3][CH2:4][OH:5].[CH3:6][C:7]([CH3:8])([O-:9])[CH3:10].[Cl:12][c:13]1[c:14]([C:15](=[O:16])[NH:17][CH:18]2[CH2:19][CH2:20][CH:21]([C:24]([F:25])([F:26])[F:27])[CH2:22][CH2:23]2)[cH:28][cH:29][c:30]([Cl:32])[n:31]1.[K+:11].[OH2:38]>>[CH3:1][O:2][CH2:3][CH2:4][O:5][c:13]1[c:14]([C:15](=[O:16])[NH:17][CH:18]2[CH2:19][CH2:20][CH:21]([C:24]([F:25])([F:26])[F:27])[CH2:22][CH2:23]2)[cH:28][cH:29][c:30]([Cl:32])[n:31]1. The reactants are BrC1=C(C=O)C=CC=C1 (2-bromobenzaldehyde), C[Si](C)(C)C(F)(F)F (trimethylsilyltrifluoromethane), CF3 TMS. The reagents and catalysts are O.[F-].C(CCC)[N+](CCCC)(CCCC)CCCC (Tetrabutylammonium fluoride hydrate). Run in Cl (HCl). Run at time 16 hour. The product is BrC1=C(C=CC=C1)C(C(F)(F)F)O (1-(2-Bromo-phenyl)-2,2,2-trifluoro-ethanol). Isolated yield 71.8%. As a reaction SMILES: [Br:1][C:2]1[CH:9]=[CH:8][CH:7]=[CH:6][C:3]=1[CH:4]=[O:5].C[Si]([C:14]([F:17])([F:16])[F:15])(C)C>O.[F-].C([N+](CCCC)(CCCC)CCCC)CCC.Cl>[Br:1][C:2]1[CH:9]=[CH:8][CH:7]=[CH:6][C:3]=1[CH:4]([OH:5])[C:14]([F:17])([F:16])[F:15] |f:2.3.4|. Procedure: The title compound was prepared by an adaptation of the method described in Xue, Y. et al. (Bioorg. Med. Chem. 2007, 15, 2156-2166). Tetrabutylammonium fluoride hydrate (0.05 eq., 131 mg, 0.050 mmol) was placed in a 40 mL vial equipped with a magnetic stir bar, and the vial was evacuated and backflushed with Ar. Dry THF (25 mL) was added via syringe, and 2-bromobenzaldehyde (1.16 mL, 10.0 mmol) and trimethylsilyltrifluoromethane (1.3 eq., 1.90 mL, 13.0 mmol) were sequentially added via syringe. ... Reactants: Cl.FC1(CNC1)F (3,3-difluoroazetidine hydrochloride), C1CCC2=NCCCN2CC1 (DBU), CC(C)(C1=NOC(=N1)C)NC(=O)C1=NC(=C(N=C1)Br)C1=CC(=CC=C1)Cl (5-Bromo-6-(3-chloro-phenyl)-pyrazine-2-carboxylic acid [1-methyl-1-(5-methyl-[1,2,4]oxadiazol-3-yl)-ethyl]-amide). The solvent is CS(=O)C (DMSO). Reaction conditions: time 2 hour. Yields the product CC(C)(C1=NOC(=N1)C)NC(=O)C1=NC(=C(N=C1)N1CC(C1)(F)F)C1=CC(=CC=C1)Cl (6-(3-Chloro-phenyl)-5-(3,3-difluoro-azetidin-1-yl)-pyrazine-2-carboxylic acid [1-methyl-1-(5-methyl-[1,2,4]oxadiazol-3-yl)-ethyl]-amide). Yield: 10.4%. As a reaction SMILES: [CH3:1][C:2]([NH:10][C:11]([C:13]1[CH:18]=[N:17][C:16](Br)=[C:15]([C:20]2[CH:25]=[CH:24][CH:23]=[C:22]([Cl:26])[CH:21]=2)[N:14]=1)=[O:12])([C:4]1[N:8]=[C:7]([CH3:9])[O:6][N:5]=1)[CH3:3].Cl.[F:28][C:29]1([F:33])[CH2:32][NH:31][CH2:30]1.C1CCN2C(=NCCC2)CC1>CS(C)=O>[CH3:1][C:2]([NH:10][C:11]([C:13]1[CH:18]=[N:17][C:16]([N:31]2[CH2:32][C:29]([F:33])([F:28])[CH2:30]2)=[C:15]([C:20]2[CH:25]=[CH:24][CH:23]=[C:22]([Cl:26])[CH:21]=2)[N:14]=1)=[O:12])([C:4]1[N:8]=[C:7]([CH3:9])[O:6][N:5]=1)[CH3:3] |f:1.2|. Procedure details: 5-Bromo-6-(3-chloro-phenyl)-pyrazine-2-carboxylic acid [1-methyl-1-(5-methyl-[1,2,4]oxadiazol-3-yl)-ethyl]-amide (Example 1e, 0.075 g, 172 μmol) was added to a solution containing 3,3-difluoroazetidine hydrochloride (77.9 mg, 601 μmol) and DBU (91.5 mg, 89.8 μl, 601 μmol) in DMSO (1 mL). The reaction mixture was stirred at room temperature for 2 hours and extracted with ethyl acetate and 10% citric acid. The organic phase was dried with MgSO4, filtered and concentrated in vacuo. The crude materi... Reaction SMILES: [CH2:28]([Cl:29])[Cl:30].[Cl:12][CH2:13][CH2:14][CH:15]([C:16](=[O:17])[OH:18])[c:19]1[cH:20][c:21]([F:27])[c:22]([F:26])[c:23]([F:25])[cH:24]1.[Cl:1][C:2]([C:3]([Cl:4])=[O:5])=[O:6].[O:7]=[CH:8][N:9]([CH3:10])[CH3:11]>>[Cl-:1].[Cl:12][CH2:13][CH2:14][CH:15]([C:16](=[O:17])[OH:18])[c:19]1[cH:20][c:21]([F:27])[c:22]([F:26])[c:23]([F:25])[cH:24]1. Product: [Cl-], O=C(O)C(CCCl)c1cc(F)c(F)c(F)c1. The reactants are ClCCl, O=C(O)C(CCCl)c1cc(F)c(F)c(F)c1, O=C(Cl)C(=O)Cl, CN(C)C=O. Reactants: CO, Cl, COC(=O)c1cccc(C=C(CCn2ccnc2)c2ccc(F)cc2)c1, [Na+], [OH-]. Yields the product O=C(O)c1cccc(C=C(CCn2ccnc2)c2ccc(F)cc2)c1. RXN SMILES: [CH3:30][OH:31].[ClH:29].[F:1][c:2]1[cH:3][cH:4][c:5]([C:8](=[CH:9][c:10]2[cH:11][c:12]([C:13](=[O:14])[O:15][CH3:16])[cH:17][cH:18][cH:19]2)[CH2:20][CH2:21][n:22]2[cH:23][n:24][cH:25][cH:26]2)[cH:6][cH:7]1.[Na+:28].[OH-:27]>>[F:1][c:2]1[cH:3][cH:4][c:5]([C:8](=[CH:9][c:10]2[cH:11][c:12]([C:13](=[O:14])[OH:15])[cH:17][cH:18][cH:19]2)[CH2:20][CH2:21][n:22]2[cH:23][n:24][cH:25][cH:26]2)[cH:6][cH:7]1. The reactants are C1(=CC=CC=C1)S(=O)(=O)CC1=NNC(=N1)C=1OC=CC1 (3-benzenesulfonylmethyl-5-furan-2-yl-1H-[1,2,4]triazole), C(CC)C1=NC=CC(=C1)C=CC#N (3-(2-propyl-pyridin-4-yl)-acrylonitrile). Yields the product O1C(=CC=C1)C1=NN2C(C=C(C=C2N)C2=CC(=NC=C2)CCC)=N1 (2-Furan-2-yl-7-(2-propyl-pyridin-4-yl)-[1,2,4]triazolo[1,5-a]pyridin-5-ylamine). As a reaction SMILES: C1(S([CH2:10][C:11]2[N:15]=[C:14]([C:16]3[O:17][CH:18]=[CH:19][CH:20]=3)[NH:13][N:12]=2)(=O)=O)C=CC=CC=1.[CH2:21]([C:24]1[CH:29]=[C:28]([CH:30]=[CH:31][C:32]#[N:33])[CH:27]=[CH:26][N:25]=1)[CH2:22][CH3:23]>>[O:17]1[CH:18]=[CH:19][CH:20]=[C:16]1[C:14]1[N:15]=[C:11]2[CH:10]=[C:30]([C:28]3[CH:27]=[CH:26][N:25]=[C:24]([CH2:21][CH2:22][CH3:23])[CH:29]=3)[CH:31]=[C:32]([NH2:33])[N:12]2[N:13]=1. Procedure: The title compound, MS m/e (%): 319 (M+, 100), was prepared in accordance with the general method of example 1 from 3-benzenesulfonylmethyl-5-furan-2-yl-1H-[1,2,4]triazole and 3-(2-propyl-pyridin-4-yl)-acrylonitrile. RXN SMILES: [Br:36][c:37]1[cH:38][c:39]([NH:45][c:46]2[n:47][n:48][c:49]([N:52]3[CH2:53][CH2:54][N:55]([CH:58]4[CH2:59][O:60][CH2:61]4)[CH2:56][CH2:57]3)[cH:50][cH:51]2)[c:40](=[O:44])[n:41]([CH3:43])[cH:42]1.[C:1]([CH3:2])(=[O:3])[O:4][CH2:5][c:6]1[c:7]([B:27]2[O:28][C:29]([CH3:30])([CH3:31])[C:32]([CH3:33])([CH3:34])[O:35]2)[cH:8][c:9]([F:26])[cH:10][c:11]1[N:12]1[C:13](=[O:25])[c:14]2[n:15]([c:16]3[c:21]([cH:22]2)[CH2:20][CH2:19][CH2:18][CH2:17]3)[CH2:23][CH2:24]1>>[C:1]([CH3:2])(=[O:3])[O:4][CH2:5][c:6]1[c:7](-[c:37]2[cH:38][c:39]([NH:45][c:46]3[n:47][n:48][c:49]([N:52]4[CH2:53][CH2:54][N:55]([CH:58]5[CH2:59][O:60][CH2:61]5)[CH2:56][CH2:57]4)[cH:50][cH:51]3)[c:40](=[O:44])[n:41]([CH3:43])[cH:42]2)[cH:8][c:9]([F:26])[cH:10][c:11]1[N:12]1[C:13](=[O:25])[c:14]2[n:15]([c:16]3[c:21]([cH:22]2)[CH2:20][CH2:19][CH2:18][CH2:17]3)[CH2:23][CH2:24]1. Yields the product CC(=O)OCc1c(-c2cc(Nc3ccc(N4CCN(C5COC5)CC4)nn3)c(=O)n(C)c2)cc(F)cc1N1CCn2c(cc3c2CCCC3)C1=O. Reactants: Cn1cc(Br)cc(Nc2ccc(N3CCN(C4COC4)CC3)nn2)c1=O, CC(=O)OCc1c(B2OC(C)(C)C(C)(C)O2)cc(F)cc1N1CCn2c(cc3c2CCCC3)C1=O. The reactants are 1-(9,10-Oxidoctadecyl)-3,7-dimethylxanthine, C1(=CC=CC=C1)P(C1=CC=CC=C1)C1=CC=CC=C1 (Triphenylphosphine), C(CCCCCCC\C=C/CCCCCCCC)O (oleyl alcohol), C(Br)(Br)(Br)Br (carbontetrabromide). The solvent is ClCCl (dichloromethane). Product: BrCCCCCCCCC=CCCCCCCCC (1-bromo-9-octadecene). Isolated yield 87.8%. As a reaction SMILES: C1(P(C2C=CC=CC=2)C2C=CC=CC=2)C=CC=CC=1.[CH2:20](O)[CH2:21][CH2:22][CH2:23][CH2:24][CH2:25][CH2:26][CH2:27]/[CH:28]=[CH:29]\[CH2:30][CH2:31][CH2:32][CH2:33][CH2:34][CH2:35][CH2:36][CH3:37].C(Br)(Br)(Br)[Br:40]>ClCCl>[Br:40][CH2:20][CH2:21][CH2:22][CH2:23][CH2:24][CH2:25][CH2:26][CH2:27][CH:28]=[CH:29][CH2:30][CH2:31][CH2:32][CH2:33][CH2:34][CH2:35][CH2:36][CH3:37]. Procedure details: This example illustrates a synthesis of 1-(9,10-Oxidoctadecyl)-3,7-dimethylxanthine (inventive compound no. 2541). Triphenylphosphine (5.24 g; 20 mmol) was added in portions to a solution of oleyl alcohol (5.37 g; 20 mmol) and carbontetrabromide (6.63 g; 20 mmol) in 400 mL of dichloromethane and stirred for an hour at room temperature. The solvent was removed under reduced pressure and the residue extracted with hexane (3×200 mL). Further purification was done by flash chromatography over silica... The reactants are COC(C)(C)CC(CN(C)C(=O)OCC[Si](C)(C)C)NC(=O)OC(C)(C)C, CCO, Cc1ccc(S(=O)(=O)O)cc1. Product: COC(C)(C)CC(N)CN(C)C(=O)OCC[Si](C)(C)C. As a reaction SMILES: [CH3:1][O:2][C:3]([CH2:4][CH:5]([CH2:6][N:7]([C:8](=[O:9])[O:10][CH2:11][CH2:12][Si:13]([CH3:14])([CH3:15])[CH3:16])[CH3:17])[NH:18][C:19](=[O:20])[O:21][C:22]([CH3:23])([CH3:24])[CH3:25])([CH3:26])[CH3:27].[CH3:39][CH2:40][OH:41].[c:28]1([CH3:29])[cH:30][cH:31][c:32]([S:33]([OH:34])(=[O:35])=[O:36])[cH:37][cH:38]1>>[CH3:1][O:2][C:3]([CH2:4][CH:5]([CH2:6][N:7]([C:8](=[O:9])[O:10][CH2:11][CH2:12][Si:13]([CH3:14])([CH3:15])[CH3:16])[CH3:17])[NH2:18])([CH3:26])[CH3:27].